Dataset: the Open Reaction Database (ORD), a public repository of structured organic reaction records. Task: describe an organic reaction: reactants, conditions, products, and yield Reactants: C(C1=CC=CC=C1)N1C(=NC=2N(C(NC(C12)=O)=O)C)C (7-Benzyl-3,8-dimethylxanthine), [H-].[Na+] (sodium hydride), C(C)(=O)OC(CCCCCl)C (5-acetoxy-1-chlorohexane). Run in CS(=O)C (dimethylsulfoxide). Conditions: temperature 75 celsius, time 30 minute. The product is C(C)(=O)OC(CCCCCl)C (5-acetoxy-1-chlorohexane), C(C)(=O)O[C@@H](CCCCN1C(=O)N(C=2N=C(N(C2C1=O)CC1=CC=CC=C1)C)C)C ((R)-1-(5-acetoxyhexyl)-7-benzyl-3,8-dimethylxanthine). The yield is 154.8%. As a reaction SMILES: [CH2:1]([N:8]1[C:16]2[C:15](=[O:17])[NH:14][C:13](=[O:18])[N:12]([CH3:19])[C:11]=2[N:10]=[C:9]1[CH3:20])[C:2]1[CH:7]=[CH:6][CH:5]=[CH:4][CH:3]=1.[H-].[Na+].[C:23]([O:26][CH:27]([CH3:33])[CH2:28][CH2:29][CH2:30][CH2:31][Cl:32])(=[O:25])[CH3:24]>CS(C)=O>[C:23]([O:26][CH:27]([CH3:33])[CH2:28][CH2:29][CH2:30][CH2:31][Cl:32])(=[O:25])[CH3:24].[C:23]([O:26][C@H:27]([CH3:33])[CH2:28][CH2:29][CH2:30][CH2:31][N:14]1[C:15](=[O:17])[C:16]2[N:8]([CH2:1][C:2]3[CH:7]=[CH:6][CH:5]=[CH:4][CH:3]=3)[C:9]([CH3:20])=[N:10][C:11]=2[N:12]([CH3:19])[C:13]1=[O:18])(=[O:25])[CH3:24] |f:1.2|. Reported procedure: 7-Benzyl-3,8-dimethylxanthine (500 mg, 1.85 mmol) was added to a suspension of sodium hydride (50.5 mg) in anhydrous dimethylsulfoxide (20 ml). After stirring for 30 minutes, (R) 5-acetoxy-1-chlorohexane (357 mg) was added and the mixture was warmed to 70-80° C. for 12 hours. The (R) 5-acetoxy-1-chlorohexane was prepared according to methods described in U.S. Pat. No. 5,629,423 issued to Klein, J. P., Leigh, A. J., Michnick, J., Kumar, A. M., Underiner, G. E., on May 13, 1997. After cooling to r...